describe an organic reaction: reactants, conditions, products, and yield From a dataset of the Open Reaction Database (ORD), a public repository of structured organic reaction records. The reactants are N1C(=CC2=CC=CC=C12)C(=O)O (indole-2-carboxylic acid), CCN=C=NCCCN(C)C (EDCI), C=1C=CC2=C(C1)N=NN2O (HOBT), CN1CCOCC1 (N-methylmorpholine), Br.N[C@@H]1[C@@H](CCCC1)C(=O)OCC (ethyl (1R,2S)-2-aminocyclohexanecarboxylate HBr salt). Run in CN(C)C=O (DMF). Reaction conditions: time 8 hour. Product: N1C(=CC2=CC=CC=C12)C(=O)N[C@@H]1[C@@H](CCCC1)C(=O)OCC (ethyl (1R,2S)-2-[(1H-indol-2-ylcarbonyl)amino]cyclohexane-carboxylate). Reaction SMILES: Br.[NH2:2][C@H:3]1[CH2:8][CH2:7][CH2:6][CH2:5][C@H:4]1[C:9]([O:11][CH2:12][CH3:13])=[O:10].[NH:14]1[C:22]2[C:17](=[CH:18][CH:19]=[CH:20][CH:21]=2)[CH:16]=[C:15]1[C:23](O)=[O:24].CCN=C=NCCCN(C)C.C1C=CC2N(O)N=NC=2C=1.CN1CCOCC1>CN(C=O)C>[NH:14]1[C:22]2[C:17](=[CH:18][CH:19]=[CH:20][CH:21]=2)[CH:16]=[C:15]1[C:23]([NH:2][C@H:3]1[CH2:8][CH2:7][CH2:6][CH2:5][C@H:4]1[C:9]([O:11][CH2:12][CH3:13])=[O:10])=[O:24] |f:0.1|. Procedure details: To 300 mg (1.19 mmol) of ethyl (1R,2S)-2-aminocyclohexanecarboxylate HBr salt (Xu, Daquiang et al., Tetrahedron:Asymmetry (1988), 9(10) 1635) dissolved in 8 mL DMF was added 192 mg (1.19 mmol) of indole-2-carboxylic acid, 228 mg (1.19 mmol) of EDCI, 161 mg (1.19 mmol) of HOBT and 0.458 mL (4.16 mmol) of N-methylmorpholine. The reaction mixture was stirred at room temperature overnight, partitioned between ethyl acetate and water, dried over magnesium sulfate and concentrated to provide ethyl (1R... The reactants are [BH4-], C1CCOC1, CC(C)(C)S(N)=O, CO, CC[O-], CC[O-], CC[O-], CC[O-], O=Cc1ccc(OC(F)F)c(OC(F)F)c1, [Na+], [Ti+4]. Yields the product CC(C)(C)S(=O)NCc1ccc(OC(F)F)c(OC(F)F)c1. RXN SMILES: [BH4-:24].[CH2:28]1[O:29][CH2:30][CH2:31][CH2:32]1.[CH3:17][C:18]([CH3:19])([CH3:20])[S:21](=[O:22])[NH2:23].[CH3:26][OH:27].[CH3:33][CH2:34][O-:35].[CH3:37][CH2:38][O-:39].[CH3:40][CH2:41][O-:42].[CH3:43][CH2:44][O-:45].[F:1][CH:2]([O:3][c:4]1[cH:5][c:6]([CH:7]=[O:8])[cH:9][cH:10][c:11]1[O:12][CH:13]([F:14])[F:15])[F:16].[Na+:25].[Ti+4:36]>>[F:1][CH:2]([O:3][c:4]1[cH:5][c:6]([CH2:7][NH:23][S:21]([C:18]([CH3:17])([CH3:19])[CH3:20])=[O:22])[cH:9][cH:10][c:11]1[O:12][CH:13]([F:14])[F:15])[F:16]. Reactants: COc1ccc2c(C(=O)c3ccc(F)cc3)c(-c3ccc(OCCN4CCCC4)cc3)sc2c1, OC1CCCC1N1CCCCC1. Product: COc1ccc2c(C(=O)c3ccc(OC4CCCC4N4CCCCC4)cc3)c(-c3ccc(OCCN4CCCC4)cc3)sc2c1. As a reaction SMILES: [CH3:1][O:2][c:3]1[cH:4][cH:5][c:6]2[c:7]([s:8][c:9](-[c:20]3[cH:21][cH:22][c:23]([O:26][CH2:27][CH2:28][N:29]4[CH2:30][CH2:31][CH2:32][CH2:33]4)[cH:24][cH:25]3)[c:10]2[C:11](=[O:12])[c:13]2[cH:14][cH:15][c:16]([F:19])[cH:17][cH:18]2)[cH:34]1.[N:35]1([CH:41]2[CH:42]([OH:46])[CH2:43][CH2:44][CH2:45]2)[CH2:36][CH2:37][CH2:38][CH2:39][CH2:40]1>>[CH3:1][O:2][c:3]1[cH:4][cH:5][c:6]2[c:7]([s:8][c:9](-[c:20]3[cH:21][cH:22][c:23]([O:26][CH2:27][CH2:28][N:29]4[CH2:30][CH2:31][CH2:32][CH2:33]4)[cH:24][cH:25]3)[c:10]2[C:11](=[O:12])[c:13]2[cH:14][cH:15][c:16]([O:46][CH:42]3[CH:41]([N:35]4[CH2:36][CH2:37][CH2:38][CH2:39][CH2:40]4)[CH2:45][CH2:44][CH2:43]3)[cH:17][cH:18]2)[cH:34]1. Reactants: O=C(c1ccc(O)cc1)c1ccccc1F, COC(Cc1ccc(OCCCO)cc1)C(=O)O. Product: COC(Cc1ccc(OCCCOc2ccc(C(=O)c3ccccc3F)cc2)cc1)C(=O)O. RXN SMILES: [F:19][c:20]1[c:21]([C:22](=[O:23])[c:24]2[cH:25][cH:26][c:27]([OH:30])[cH:28][cH:29]2)[cH:31][cH:32][cH:33][cH:34]1.[OH:1][CH2:2][CH2:3][CH2:4][O:5][c:6]1[cH:7][cH:8][c:9]([CH2:12][CH:13]([C:14](=[O:15])[OH:16])[O:17][CH3:18])[cH:10][cH:11]1>>[O:1]([CH2:2][CH2:3][CH2:4][O:5][c:6]1[cH:7][cH:8][c:9]([CH2:12][CH:13]([C:14](=[O:15])[OH:16])[O:17][CH3:18])[cH:10][cH:11]1)[c:27]1[cH:26][cH:25][c:24]([C:22]([c:21]2[c:20]([F:19])[cH:34][cH:33][cH:32][cH:31]2)=[O:23])[cH:29][cH:28]1. Reaction SMILES: [S:1]([CH2:6][C:7](O)=O)[CH2:2][C:3](O)=O.[C:10]1([NH2:17])[CH:15]=[CH:14][CH:13]=[CH:12][C:11]=1[NH2:16].[NH4+:18].[OH-]>Cl>[NH:16]1[C:11]2[CH:12]=[CH:13][CH:14]=[CH:15][C:10]=2[N:17]=[C:3]1[CH2:2][S:1][CH2:6][C:7]1[NH:16][C:11]2[CH:12]=[CH:13][CH:14]=[CH:15][C:10]=2[N:18]=1 |f:2.3|. Reported procedure: A solution of 4.1 g (27.3 mmol) thiodiacetic acid and 4.9 g (27.3 mmol) o-phenylene diamine in 40 ml 4N HCl was stirred at reflux for 4 hours. The reaction mixture was cooled to room temperature an neutralised with conc. NH4OH. The formed precipitate was filtered, washed with water (3×40 ml) and dried under vacuum. Yield—2.4g (25.2%). The reactants are S(CC(=O)O)CC(=O)O (thiodiacetic acid), C1(=C(C=CC=C1)N)N (o-phenylene diamine), [NH4+].[OH-] (NH4OH). Product: N1C(=NC2=C1C=CC=C2)CSCC2=NC1=C(N2)C=CC=C1 (2-{[(1H-benzimidazol-2-ylmethyl)thio]methyl}-1H-benzimidazole). Solvent: Cl (HCl). The reactants are N1[C@H](C(=O)O)CC1 (AzeOH), N1[C@@H](C(=O)O)CC1.C(=O)([O-])[C@H](O)[C@@H](O)C(=O)[O-] (D-AzeOH L-tartrate). Run at temperature 95 celsius, time 3 hour. The product is N1[C@H](C(=O)O)CC1.C(=O)([O-])[C@@H](O)[C@H](O)C(=O)[O-] (L-AzeOH D-tartrate). Reaction SMILES: [NH:1]1[CH2:7][CH2:6][C@H:2]1[C:3]([OH:5])=[O:4].N1CC[C@@H]1C(O)=O.[C:15]([C@@H:18]([C@H:20]([C:22]([O-:24])=[O:23])[OH:21])[OH:19])([O-:17])=[O:16]>>[NH:1]1[CH2:7][CH2:6][C@H:2]1[C:3]([OH:5])=[O:4].[C:15]([C@H:18]([C@@H:20]([C:22]([O-:24])=[O:23])[OH:21])[OH:19])([O-:17])=[O:16] |f:1.2,3.4|. Procedure details: 50 g of a mother liquor containing enantiomerically-enriched AzeOH containing 16 g (68% e.e.) of D-AzeOH (prepared in accordance with Example 1) was concentrated under vacuum to give a viscous oil, which was further dewatered by azeotropic distillation with isopropanol. Acetic acid (72 mL) was added to the concentrated residue. The mixture was heated to 95° C. and D-tartaric acid (25 g) and caproic aldehyde (2.8 g) were added. The mixture was seeded with L-AzeOH-D-tartrate, kept at 95-100° C. fo... The reactants are O=S1(=O)N=C2CCCN2c2ccc(Oc3cccc(Br)c3)cc21, CCCC[Sn](CCCC)(CCCC)c1ccco1, Cc1ccccc1. Product: O=S1(=O)N=C2CCCN2c2ccc(Oc3cccc(-c4ccco4)c3)cc21. Reaction SMILES: [Br:1][c:2]1[cH:3][c:4]([O:5][c:6]2[cH:7][c:8]3[c:9]([cH:19][cH:20]2)[N:10]2[C:11](=[N:12][S:13]3(=[O:14])=[O:15])[CH2:16][CH2:17][CH2:18]2)[cH:21][cH:22][cH:23]1.[CH2:24]([Sn:25]([CH2:26][CH2:27][CH2:28][CH3:34])([c:29]1[o:30][cH:31][cH:32][cH:33]1)[CH2:35][CH2:36][CH2:37][CH3:38])[CH2:39][CH2:40][CH3:41].[CH3:42][c:43]1[cH:44][cH:45][cH:46][cH:47][cH:48]1>>[c:2]1(-[c:29]2[o:30][cH:31][cH:32][cH:33]2)[cH:3][c:4]([O:5][c:6]2[cH:7][c:8]3[c:9]([cH:19][cH:20]2)[N:10]2[C:11](=[N:12][S:13]3(=[O:14])=[O:15])[CH2:16][CH2:17][CH2:18]2)[cH:21][cH:22][cH:23]1.